From a dataset of the Open Reaction Database (ORD), a public repository of structured organic reaction records. describe an organic reaction: reactants, conditions, products, and yield Product: N1(C=NC=C1)C1C=2C=CC(=CC2C(CC1)(C)C)C#CC1=CC=C(C(=O)O)C=C1 (4-(5-Imidazol-1-yl-8,8-dimethyl-5,6,7,8-tetrahydro-naphthalen-2-yl-ethynyl)-benzoic Acid). The reactants are N1(C=NC=C1)C1C=2C=CC(=CC2C(CC1)(C)C)C#CC1=CC=C(C(=O)[O-])C=C1 (4-(5-imidazol-1-yl-8,8-dimethyl-5,6,7,8-tetrahydro-naphthalen-2-yl-ethynyl)-benzoate), N1(C=NC=C1)C1C=2C=CC(=CC2C(CC1)(C)C)C#CC1=CC=C(C(=O)[O-])C=C1 (4-(5-imidazol-1-yl-8,8-dimethyl-5,6,7,8-tetrahydro-naphthalen-2-yl-ethynyl)-benzoate), [OH-].[Na+] (NaOH), aqueous solution. Run in C(C)O (ethanol), O1CCCC1 (tetrahydrofuran). Procedure: Using General Procedure I; a solution of ethyl [4-(5-imidazol-1-yl-8,8-dimethyl-5,6,7,8-tetrahydro-naphthalen-2-yl-ethynyl)-benzoate (Compound 138, 50.0 mg, 0.13 mmol) in ethanol (3 mL) and tetrahydrofuran (1 mL) was treated with NaOH (120.0 mg, 3.0 mmols, 3.0 mL of a 1N aqueous solution) and stirred overnight at room temperature. Work-up afforded 40.0 mg (87%) of the title compound as a colorless solid. Isolated yield 83.1%. As a reaction SMILES: [N:1]1([CH:6]2[CH2:15][CH2:14][C:13]([CH3:17])([CH3:16])[C:12]3[CH:11]=[C:10]([C:18]#[C:19][C:20]4[CH:28]=[CH:27][C:23]([C:24]([O-:26])=[O:25])=[CH:22][CH:21]=4)[CH:9]=[CH:8][C:7]2=3)[CH:5]=[CH:4][N:3]=[CH:2]1.[OH-].[Na+]>C(O)C.O1CCCC1>[N:1]1([CH:6]2[CH2:15][CH2:14][C:13]([CH3:17])([CH3:16])[C:12]3[CH:11]=[C:10]([C:18]#[C:19][C:20]4[CH:21]=[CH:22][C:23]([C:24]([OH:26])=[O:25])=[CH:27][CH:28]=4)[CH:9]=[CH:8][C:7]2=3)[CH:5]=[CH:4][N:3]=[CH:2]1 |f:1.2|. Run at time 8 hour. The reactants are [N-]=[N+]=[N-].[Na+] (sodium azide), C(=CCCCCCCCCC)Br (undecenyl bromide), O (water). Run in CN(C=O)C (dimethylformamide). Conditions: temperature 80 celsius. Yields the product C(=CCCCCCCCCC)N=[N+]=[N-] (undecenyl azide). The yield is 56.4%. As a reaction SMILES: [N-:1]=[N+:2]=[N-:3].[Na+].[CH:5](Br)=[CH:6][CH2:7][CH2:8][CH2:9][CH2:10][CH2:11][CH2:12][CH2:13][CH2:14][CH3:15].O>CN(C)C=O>[CH:5]([N:1]=[N+:2]=[N-:3])=[CH:6][CH2:7][CH2:8][CH2:9][CH2:10][CH2:11][CH2:12][CH2:13][CH2:14][CH3:15] |f:0.1|. Procedure: To do this, sodium azide (2.781 g, 43 mmol) was dissolved in 170 ml of dimethylformamide (DMF). 5 ml of undecenyl bromide (36 mmol) were added, with stirring, to the reaction medium, which was subsequently heated at 80° C. for 24 hours. The mixture was left to cool to ambient temperature, and then 100 ml of water were added portionwise. An extraction with ethanol (3×100 ml) was subsequently carried out, and the organic phase was then washed with water (3×100 ml) and dried over sodium sulfate (Na... Starting materials: C1(CC1)NC(=O)NC1=CC=C(C=C1)B1OC(C(O1)(C)C)(C)C (1-cyclopropyl-3-(4-(4,4,5,5-tetramethyl-1,3,2-dioxaborolan-2-yl)phenyl)urea), CN(C)CC1=CC=C(N)C=C1 (4-((dimethylamino)methyl)aniline), amine. The product is CN(C)CC1=CC=C(C=C1)NC(=O)NC1=CC=C(C=C1)B1OC(C(O1)(C)C)(C)C (1-(4-((dimethylamino)methyl)phenyl)-3-(4-(4,4,5,5-tetramethyl-1,3,2-dioxaborolan-2-yl)phenyl)urea). Reaction SMILES: [CH:1]1([NH:4][C:5]([NH:7][C:8]2[CH:13]=[CH:12][C:11]([B:14]3[O:18][C:17]([CH3:20])([CH3:19])[C:16]([CH3:22])([CH3:21])[O:15]3)=[CH:10][CH:9]=2)=[O:6])[CH2:3][CH2:2]1.[CH3:23][N:24]([CH2:26][C:27]1C=CC(N)=[CH:29][CH:28]=1)[CH3:25]>>[CH3:23][N:24]([CH2:26][C:27]1[CH:28]=[CH:29][C:1]([NH:4][C:5]([NH:7][C:8]2[CH:9]=[CH:10][C:11]([B:14]3[O:15][C:16]([CH3:22])([CH3:21])[C:17]([CH3:19])([CH3:20])[O:18]3)=[CH:12][CH:13]=2)=[O:6])=[CH:3][CH:2]=1)[CH3:25]. Reported procedure: A procedure analogous to that used for the preparation of 1-cyclopropyl-3-(4-(4,4,5,5-tetramethyl-1,3,2-dioxaborolan-2-yl)phenyl)urea was used, using 4-((dimethylamino)methyl)aniline as the amine component. Starting materials: CC#CC(=O)OC, COc1cccc(O)c1F, C1CCC2=NCCCN2CC1, C1CCOC1. Product: COC(=O)C=C(C)Oc1cccc(OC)c1F. Reaction SMILES: [CH3:11][O:12][C:13]([C:14]#[C:15][CH3:16])=[O:17].[F:1][c:2]1[c:3]([OH:10])[cH:4][cH:5][cH:6][c:7]1[O:8][CH3:9].[N:18]12[CH2:19][CH2:20][CH2:21][N:22]=[C:23]1[CH2:24][CH2:25][CH2:26][CH2:27][CH2:28]2.[O:29]1[CH2:30][CH2:31][CH2:32][CH2:33]1>>[F:1][c:2]1[c:3]([O:10][C:15](=[CH:14][C:13]([O:12][CH3:11])=[O:17])[CH3:16])[cH:4][cH:5][cH:6][c:7]1[O:8][CH3:9].